Task: describe an organic reaction: reactants, conditions, products, and yield. Dataset: the Open Reaction Database (ORD), a public repository of structured organic reaction records Reactants: C(C)(=O)[O-].[Na+] (sodium acetate), ClC=1C=C(C=CC1)C(N)=NOC([C@@H](C)O)=O (3-chloro-N′-{[(2R)-2-hydroxypropanoyl]oxy}benzenecarboximidamide). The solvent is C(C)O (ethanol), O (water). Reaction conditions: temperature 90 celsius. Product: ClC=1C=C(C=CC1)C1=NOC(=N1)[C@@H](C)O ((+)-(1R)-1-[3-(3-chlorophenyl)-1,2,4-oxadiazol-5-yl]ethanol). As a reaction SMILES: C([O-])(=O)C.[Na+].[Cl:6][C:7]1[CH:8]=[C:9]([C:13](=[N:15][O:16][C:17](=O)[C@H:18]([OH:20])[CH3:19])[NH2:14])[CH:10]=[CH:11][CH:12]=1>O.C(O)C>[Cl:6][C:7]1[CH:8]=[C:9]([C:13]2[N:14]=[C:17]([C@H:18]([OH:20])[CH3:19])[O:16][N:15]=2)[CH:10]=[CH:11][CH:12]=1 |f:0.1|. Reported procedure: A solution of 1.53 g (18.6 mmol) sodium acetate in water (12 mL) was added to 3.88 g (16.0 mmol) 3-chloro-N′-{[(2R)-2-hydroxypropanoyl]oxy}benzenecarboximidamide dissolved in ethanol (50 mL). The mixture was heated to 90° C. for 5.5 h and then evaporated to dryness and purified via flash chromatography (Hep/EA=9/1) to give after drying 2.3 g (65%) of the title compound. 1H NMR: 8.09 (t, 1 H), 7.97 (td, 1 H), 7.45-7.51 (m, 1 H), 7.42 (t, 1 H), 5.15 (qd, 1 H), 2.57 (d, 1 H), 1.72 (d, 3 H) Starting materials: CN(C)C=O, Cc1ccc(S(=O)(=O)OCCN2C(=O)COc3ccc(COC4CN(C(=O)OCc5ccccc5)CCC4c4ccc(OCCCOc5cc(F)ccc5F)cc4)cc32)cc1, [N-]=[N+]=[N-], [Na+]. Product: [N-]=[N+]=NCCN1C(=O)COc2ccc(COC3CN(C(=O)OCc4ccccc4)CCC3c3ccc(OCCCOc4cc(F)ccc4F)cc3)cc21. As a reaction SMILES: [CH3:66][N:67]([CH3:68])[CH:69]=[O:70].[F:1][c:2]1[c:3]([O:4][CH2:5][CH2:6][CH2:7][O:8][c:9]2[cH:10][cH:11][c:12]([CH:15]3[CH:16]([O:31][CH2:32][c:33]4[cH:34][cH:35][c:36]5[c:37]([cH:56]4)[N:38]([CH2:43][CH2:44][O:45][S:46]([c:47]4[cH:48][cH:49][c:50]([CH3:51])[cH:52][cH:53]4)(=[O:54])=[O:55])[C:39](=[O:42])[CH2:40][O:41]5)[CH2:17][N:18]([C:21](=[O:22])[O:23][CH2:24][c:25]4[cH:26][cH:27][cH:28][cH:29][cH:30]4)[CH2:19][CH2:20]3)[cH:13][cH:14]2)[cH:57][c:58]([F:61])[cH:59][cH:60]1.[N-:63]=[N+:64]=[N-:65].[Na+:62]>>[F:1][c:2]1[c:3]([O:4][CH2:5][CH2:6][CH2:7][O:8][c:9]2[cH:10][cH:11][c:12]([CH:15]3[CH:16]([O:31][CH2:32][c:33]4[cH:34][cH:35][c:36]5[c:37]([cH:56]4)[N:38]([CH2:43][CH2:44][N:63]=[N+:64]=[N-:65])[C:39](=[O:42])[CH2:40][O:41]5)[CH2:17][N:18]([C:21](=[O:22])[O:23][CH2:24][c:25]4[cH:26][cH:27][cH:28][cH:29][cH:30]4)[CH2:19][CH2:20]3)[cH:13][cH:14]2)[cH:57][c:58]([F:61])[cH:59][cH:60]1. Yield: 20.1%. Reaction SMILES: [CH2:1]([O:8][C:9]1[CH:17]=[CH:16][C:15]([Cl:18])=[CH:14][C:10]=1[C:11](O)=[O:12])[C:2]1[CH:7]=[CH:6][CH:5]=[CH:4][CH:3]=1.[NH2:19][C:20]1[NH:24][N:23]=[N:22][N:21]=1.[Si](Cl)(Cl)(Cl)Cl.Cl>O.N1C=CC=CC=1>[CH2:1]([O:8][C:9]1[CH:17]=[CH:16][C:15]([Cl:18])=[CH:14][C:10]=1[C:11]([NH:19][C:20]1[NH:24][N:23]=[N:22][N:21]=1)=[O:12])[C:2]1[CH:7]=[CH:6][CH:5]=[CH:4][CH:3]=1. Reaction conditions: temperature 25 celsius. Solvent: O (water), N1=CC=CC=C1 (pyridine). The reactants are C(C1=CC=CC=C1)OC1=C(C(=O)O)C=C(C=C1)Cl (2-benzyloxy-5-chlorobenzoic acid), Cl (hydrochloric acid), [Si](Cl)(Cl)(Cl)Cl (silicon tetrachloride), NC1=NN=NN1 (5-aminotetrazole). The product is C(C1=CC=CC=C1)OC1=C(C(=O)NC2=NN=NN2)C=C(C=C1)Cl (2-benzyloxy-5-chloro-N-(tetrazol-5-yl)benzamide). Reported procedure: Dry 2-benzyloxy-5-chlorobenzoic acid (1.15 g) was treated, with stirring, with dry pyridine (20 ml) and anhydrous 5-aminotetrazole (3.72 g). The mixture was stirred at 25° C. and treated dropwise with silicon tetrachloride (0.45 g), and the mixture was then stirred at 25° C. for 20 hours. The resulting clear yellow solution was cautiously poured into a mixture of ice and water (50 ml) and the mixture was acidified to pH 1 by treatment with concentrated hydrochloric acid. The white precipitated s... The reactants are ClC1=CC=C(C=C1)C1=NC=2N(C(=C1)C(F)(F)F)N=CC2C(=O)O (5-(4-chloro-phenyl)-7-trifluoromethyl-pyrazolo[1,5-a]pyrimidine-3-carboxylic acid), CS(=O)(=O)C=1C=C(C=CC1)N (3-methanesulfonyl-phenylamine), Cl (hydrochloride). Product: CS(=O)(=O)C=1C=C(C=CC1)NC(=O)C=1C=NN2C1N=C(C=C2C(F)(F)F)C2=CC=C(C=C2)Cl (5-(4-Chloro-phenyl)-7-trifluoromethyl-pyrazolo[1,5-a]pyrimidine-3-carboxylic acid(3-methanesulfonyl-phenyl)-amide). As a reaction SMILES: [Cl:1][C:2]1[CH:7]=[CH:6][C:5]([C:8]2[CH:13]=[C:12]([C:14]([F:17])([F:16])[F:15])[N:11]3[N:18]=[CH:19][C:20]([C:21](O)=[O:22])=[C:10]3[N:9]=2)=[CH:4][CH:3]=1.[CH3:24][S:25]([C:28]1[CH:29]=[C:30]([NH2:34])[CH:31]=[CH:32][CH:33]=1)(=[O:27])=[O:26].Cl>>[CH3:24][S:25]([C:28]1[CH:29]=[C:30]([NH:34][C:21]([C:20]2[CH:19]=[N:18][N:11]3[C:12]([C:14]([F:15])([F:17])[F:16])=[CH:13][C:8]([C:5]4[CH:6]=[CH:7][C:2]([Cl:1])=[CH:3][CH:4]=4)=[N:9][C:10]=23)=[O:22])[CH:31]=[CH:32][CH:33]=1)(=[O:26])=[O:27]. Reported procedure: The title compound was prepared from 5-(4-chloro-phenyl)-7-trifluoromethyl-pyrazolo[1,5-a]pyrimidine-3-carboxylic acid (example C.4) and 3-methanesulfonyl-phenylamine [commercially available as hydrochloride] according to general procedure II. Yellow solid. MS (ISP) 495.3 [(M+H)+]; mp 305° C.